From a dataset of the Open Reaction Database (ORD), a public repository of structured organic reaction records. describe an organic reaction: reactants, conditions, products, and yield Reactants: Cl.FC(C=1C=C(COCC(CNC(=O)C2CCNCC2)C2=CC=CC=C2)C=C(C1)C(F)(F)F)(F)F (N-[3-(3,5-bis(trifluoromethyl)benzyloxy)-2-phenylpropyl]piperidine-4-carboxamide hydrochloride), BrCC(=O)OC(C)(C)C (tert-butyl bromoacetate), C([O-])([O-])=O.[K+].[K+] (potassium carbonate), CN(C)C=O (DMF). Solvent: O (Water). Reaction conditions: time 20 hour. The product is FC(C=1C=C(COCC(CNC(=O)C2CCN(CC2)CC(=O)OC(C)(C)C)C2=CC=CC=C2)C=C(C1)C(F)(F)F)(F)F (tert-butyl {4-[3-(3,5-bis(trifluoromethyl)benzyloxy)-2-phenylpropylcarbamoyl]piperidine-1-yl}acetate). Yield: 92.7%. As a reaction SMILES: Cl.[F:2][C:3]([F:35])([F:34])[C:4]1[CH:5]=[C:6]([CH:27]=[C:28]([C:30]([F:33])([F:32])[F:31])[CH:29]=1)[CH2:7][O:8][CH2:9][CH:10]([C:21]1[CH:26]=[CH:25][CH:24]=[CH:23][CH:22]=1)[CH2:11][NH:12][C:13]([CH:15]1[CH2:20][CH2:19][NH:18][CH2:17][CH2:16]1)=[O:14].Br[CH2:37][C:38]([O:40][C:41]([CH3:44])([CH3:43])[CH3:42])=[O:39].C(=O)([O-])[O-].[K+].[K+].CN(C=O)C>O>[F:35][C:3]([F:34])([F:2])[C:4]1[CH:5]=[C:6]([CH:27]=[C:28]([C:30]([F:32])([F:33])[F:31])[CH:29]=1)[CH2:7][O:8][CH2:9][CH:10]([C:21]1[CH:22]=[CH:23][CH:24]=[CH:25][CH:26]=1)[CH2:11][NH:12][C:13]([CH:15]1[CH2:20][CH2:19][N:18]([CH2:37][C:38]([O:40][C:41]([CH3:44])([CH3:43])[CH3:42])=[O:39])[CH2:17][CH2:16]1)=[O:14] |f:0.1,3.4.5|. Procedure details: A mixture of Compound 4 produced in Example 32 (1.26 g, 2.4 mmol), tert-butyl bromoacetate (0.38 mL, 2.6 mmol), potassium carbonate (1.00 g, 7.2 mmol) and DMF (10 mL) was stirred for 20 hours at room temperature. Water was added to the reaction mixture followed by extracting with ethyl acetate. The organic layers were combined, washed with water and a saturated saline solution and dried over anhydrous sodium sulfate. The solvent was evaporated therefrom in vacuo to give Compound 79 (1.34 g, 93%)... Reactants: CN1CCN(c2cc(N3CCc4ccc(Br)cc4C3)nc(N)n2)CC1, NC(=O)N1CCCCC1. Yields the product CN1CCN(c2cc(N3CCc4ccc(NC(=O)N5CCCCC5)cc4C3)nc(N)n2)CC1. As a reaction SMILES: [Br:1][c:2]1[cH:3][cH:4][c:5]2[c:10]([cH:11]1)[CH2:9][N:8]([c:12]1[n:13][c:14]([NH2:25])[n:15][c:16]([N:18]3[CH2:19][CH2:20][N:21]([CH3:24])[CH2:22][CH2:23]3)[cH:17]1)[CH2:7][CH2:6]2.[N:26]1([C:32](=[O:33])[NH2:34])[CH2:27][CH2:28][CH2:29][CH2:30][CH2:31]1>>[c:2]1([NH:34][C:32]([N:26]2[CH2:27][CH2:28][CH2:29][CH2:30][CH2:31]2)=[O:33])[cH:3][cH:4][c:5]2[c:10]([cH:11]1)[CH2:9][N:8]([c:12]1[n:13][c:14]([NH2:25])[n:15][c:16]([N:18]3[CH2:19][CH2:20][N:21]([CH3:24])[CH2:22][CH2:23]3)[cH:17]1)[CH2:7][CH2:6]2. Starting materials: ice, NC1=CC=C(C(C(=O)N)=C1)O (5-Aminosalicylamide), C(=O)(O)[O-].[Na+] (NaHCO3), ICC(=O)Cl (iodoacetyl chloride). Solvent: O (water). Run at temperature 2.5 celsius, time 1 hour. Product: ICC(=O)NC1=CC=C(C(C(=O)N)=C1)O (5-(iodoacetamido)salicylamide). The yield is 91.2%. As a reaction SMILES: [NH2:1][C:2]1[CH:10]=[C:6]([C:7]([NH2:9])=[O:8])[C:5]([OH:11])=[CH:4][CH:3]=1.C([O-])(O)=O.[Na+].[I:17][CH2:18][C:19](Cl)=[O:20]>O>[I:17][CH2:18][C:19]([NH:1][C:2]1[CH:10]=[C:6]([C:7]([NH2:9])=[O:8])[C:5]([OH:11])=[CH:4][CH:3]=1)=[O:20] |f:1.2|. Procedure: To an ice-cooled, stirred solution of 5-Aminosalicylamide (10.0 grams, 0.073 mol), in 300 mL of water containing NaHCO3 (42.0 grams, 0.5 mol), iodoacetyl chloride (18.4 grams, 0.09 mol) is added dropwise over 15 min. After stirring at 0-5° C. for 1 hr., the solution is acidified with cold 6 N HCI. The precipitate is collected and dried in vacuo over NaOH pellets, to afford 21.3 grams (96% yield) of crude 5-(iodoacetamido)salicylamide. Reaction SMILES: [CH:28]1([C:32](=[O:33])[OH:34])[CH2:29][CH2:30][CH2:31]1.[ClH:1].[ClH:2].[ClH:3].[O:4]1[CH2:5][CH2:6][c:7]2[c:8]([N:13]3[CH2:14][CH2:15][N:16]([CH2:19][CH2:20][CH:21]4[CH2:22][CH2:23][CH:24]([NH2:27])[CH2:25][CH2:26]4)[CH2:17][CH2:18]3)[n:9][cH:10][cH:11][c:12]21>>[O:4]1[CH2:5][CH2:6][c:7]2[c:8]([N:13]3[CH2:14][CH2:15][N:16]([CH2:19][CH2:20][CH:21]4[CH2:22][CH2:23][CH:24]([NH:27][C:32]([CH:28]5[CH2:29][CH2:30][CH2:31]5)=[O:33])[CH2:25][CH2:26]4)[CH2:17][CH2:18]3)[n:9][cH:10][cH:11][c:12]21. Product: O=C(NC1CCC(CCN2CCN(c3nccc4c3CCO4)CC2)CC1)C1CCC1. The reactants are O=C(O)C1CCC1, Cl, Cl, Cl, NC1CCC(CCN2CCN(c3nccc4c3CCO4)CC2)CC1. Starting materials: COC(=O)C1C2CC2CN1 (2-methoxycarbonyl-3-azabicyclo(3.1.0)hexane), [Na] (Sodium). Solvent: CO (methanol). Product: COC(=O)C=1C2CC2CN1 (2-methoxycarbonyl-3-azabicyclo(3.1.0)hex-2-ene). The yield is 70.0%. Reaction SMILES: [CH3:1][O:2][C:3]([CH:5]1[NH:10][CH2:9][CH:8]2[CH:6]1[CH2:7]2)=[O:4].[Na]>CO>[CH3:1][O:2][C:3]([C:5]1[CH:6]2[CH:8]([CH2:9][N:10]=1)[CH2:7]2)=[O:4] |^1:10|. Reported procedure: By a method analogous to that of Example 1, this compound was prepared from 2-methoxycarbonyl-3-azabicyclo(3.1.0)hexane. Sodium dissolved in methanol instead of ethanol was used as dehydrohalogenating agent. The desired compound was obtained as a straw-colored liquid in 70% yield. Its identity was confirmed by elemental analysis, and by NMR and IR analyses. The reactants are amide, COC1=CC=C(C=C1)C=1C=NC=2N(C1)N=CC2C(=O)N (6-(4-methoxy-phenyl)-pyrazolo[1,5-a]pyrimidine-3-carboxylic acid amide), CC[N+](CC)(CC)S(=O)(=O)N=C([O-])OC (Burgess reagent), CC[N+](CC)(CC)S(=O)(=O)N=C([O-])OC (Burgess reagent). The solvent is O1CCOCC1 (dioxane). The product is COC1=CC=C(C=C1)C=1C=NC=2N(C1)N=CC2C#N (6-(4-methoxy-phenyl)-pyrazolo[1,5-a]pyrimidine-3-carbonitrile). Reaction SMILES: [CH3:1][O:2][C:3]1[CH:8]=[CH:7][C:6]([C:9]2[CH:10]=[N:11][C:12]3[N:13]([N:15]=[CH:16][C:17]=3[C:18]([NH2:20])=O)[CH:14]=2)=[CH:5][CH:4]=1.CC[N+](S(N=C(OC)[O-])(=O)=O)(CC)CC>O1CCOCC1>[CH3:1][O:2][C:3]1[CH:4]=[CH:5][C:6]([C:9]2[CH:10]=[N:11][C:12]3[N:13]([N:15]=[CH:16][C:17]=3[C:18]#[N:20])[CH:14]=2)=[CH:7][CH:8]=1. Procedure: A solution of 6-(4-methoxy-phenyl)-pyrazolo[1,5-a]pyrimidine-3-carboxylic acid amide (1-3, 150 mg, 0.56 mmol, 1 equiv) in dioxane (50 mL) was heated to reflux. After the solid was solvated, Burgess reagent (134 mg, 0.56 mmol, 1.0 equiv) was added. More Burgess reagent (4 equivalents) was added in three equal portions over 3 hours after which TLC indicated the starting amide had been consumed. The solvent was removed in vacuo and the yellow residue was partitioned between EtOAc (2×200 mL) and wat... Reactants: BrC=1C=CC(=C(C1)NCC=1N=NC(=CC1)Cl)[N+](=O)[O-] ((5-Bromo-2-nitro-phenyl)-(6-chloro-pyridazin-3-ylmethyl)-amine), N(=O)[O-].[Na+] (NaNO2). The reagents and catalysts are [Fe] (iron). Solvent: CC(=O)O.Cl (HOAc HCl), O (water). Reaction conditions: temperature 50 celsius, time 30 minute. Yields the product BrC=1C=CC2=C(N(N=N2)CC=2N=NC(=CC2)Cl)C1 (6-Bromo-1-(6-chloro-pyridazin-3-ylmethyl)-1H-benzotriazole). The yield is 90.6%. Reaction SMILES: [Br:1][C:2]1[CH:3]=[CH:4][C:5]([N+:17]([O-])=O)=[C:6]([NH:8][CH2:9][C:10]2[N:11]=[N:12][C:13]([Cl:16])=[CH:14][CH:15]=2)[CH:7]=1.[N:20]([O-])=O.[Na+]>CC(O)=O.Cl.O.[Fe]>[Br:1][C:2]1[CH:3]=[CH:4][C:5]2[N:17]=[N:20][N:8]([CH2:9][C:10]3[N:11]=[N:12][C:13]([Cl:16])=[CH:14][CH:15]=3)[C:6]=2[CH:7]=1 |f:1.2,3.4|. Reported procedure: To a solution of compound 10E (1.40 g, 4.08 mmol) in HOAc/HCl (50/5 mL) was added iron power (2.2 g, 40 mmol). The reaction mixture was stirred at 50° C. for 30 minutes, then cooled to room temperature and filtered. A solution of NaNO2 (0.35 g, 5 mmol) in water (2 mL) was then added drop wise into above acid solution at 0° C. The reaction solution was stirred for one hour and concentrated to dryness under reduced pressure. The resulting residue was sonicated in ethyl acetate/NaHCO3 solution and ... Reactants: CS(=O)(=O)c1ccc(C(=O)O)s1, NCC(O)CN1CCC(Oc2ccc(Cl)c(Cl)c2)CC1. The product is CS(=O)(=O)c1ccc(C(=O)NCC(O)CN2CCC(Oc3ccc(Cl)c(Cl)c3)CC2)s1. Reaction SMILES: [CH3:21][S:22](=[O:23])(=[O:24])[c:25]1[cH:26][cH:27][c:28]([C:30](=[O:31])[OH:32])[s:29]1.[NH2:1][CH2:2][CH:3]([CH2:4][N:5]1[CH2:6][CH2:7][CH:8]([O:11][c:12]2[cH:13][c:14]([Cl:19])[c:15]([Cl:18])[cH:16][cH:17]2)[CH2:9][CH2:10]1)[OH:20]>>[NH:1]([CH2:2][CH:3]([CH2:4][N:5]1[CH2:6][CH2:7][CH:8]([O:11][c:12]2[cH:13][c:14]([Cl:19])[c:15]([Cl:18])[cH:16][cH:17]2)[CH2:9][CH2:10]1)[OH:20])[C:30]([c:28]1[cH:27][cH:26][c:25]([S:22]([CH3:21])(=[O:23])=[O:24])[s:29]1)=[O:31]. The reagents and catalysts are [Os](=O)(=O)(=O)=O (osmium tetroxide). Isolated yield 80.0%. Run at time 2 hour. Yields the product C1(=CC=CC=C1)[Se]C1=CC=CC=C1 (diphenylselenide). Solvent: CC(=O)C (acetone). As a reaction SMILES: [C:1]1([Se:7]([C:9]2[CH:14]=[CH:13][CH:12]=[CH:11][CH:10]=2)=O)[CH:6]=[CH:5][CH:4]=[CH:3][CH:2]=1.C(=O)([O-])[O-].[K+].[K+]>[Os](=O)(=O)(=O)=O.CC(C)=O>[C:9]1([Se:7][C:1]2[CH:2]=[CH:3][CH:4]=[CH:5][CH:6]=2)[CH:10]=[CH:11][CH:12]=[CH:13][CH:14]=1 |f:1.2.3|. The reactants are C1(=CC=CC=C1)[Se](=O)C1=CC=CC=C1 (diphenylselenoxide), C([O-])([O-])=O.[K+].[K+] (potassium carbonate). Procedure: A 100 ml Fischer-Porter glass pressure reactor, equipped with a magnetic stirring bar was successively charged with 2.5 g (0.01 moles) of diphenylselenoxide, 10 ml acetone, 10 ml 0.1 N potassium carbonate solution, and 0.63 ml of an osmium tetroxide solution (4% OsO4 in 0.1 N K2CO3). The reactor was attached to a gas manifold, flushed with nitrogen and then pressurized with 80 psig ethylene. The mixture was magnetically stirred at room temperature for two hours until the reaction of the gaseous ...